Dataset: the Open Reaction Database (ORD), a public repository of structured organic reaction records. Task: describe an organic reaction: reactants, conditions, products, and yield The product is O=C(OCC)C1=CC(F)=C(C=C1C)B2OC(C)(C)C(O2)(C)C. Solvent: O1CCCC1. Run at temperature 80 celsius, time 12 hour. Starting materials: O=C(OCC)C1=CC(F)=CC=C1C. The yield is 87.0%. Reagents/catalysts: [K].OC(C)(C)C, O1B(OC(C)(C)C1(C)C)B2OC(C)(C)C(O2)(C)C, O=C1C=CC=2C=CC=C(C3=CN=C(C=C3)C=4N=CC=CC4)C2N1, C[OH2+].C[OH2+].C1CC=CCCC=C1.C1CC=CCCC=C1.[Ir].[Ir].